From a dataset of the Open Reaction Database (ORD), a public repository of structured organic reaction records. describe an organic reaction: reactants, conditions, products, and yield Reactants: COC(=O)c1cc(-c2ccc(OC)c(CN(C(=O)c3sc4c(F)ccc(F)c4c3Cl)C3CCC(N(C)C(=O)OC(C)(C)C)CC3)c2)ccn1, C1COCCO1, N. Yields the product COc1ccc(-c2ccnc(C(N)=O)c2)cc1CN(C(=O)c1sc2c(F)ccc(F)c2c1Cl)C1CCC(N(C)C(=O)OC(C)(C)C)CC1. As a reaction SMILES: [C:1]([CH3:2])([CH3:3])([CH3:4])[O:5][C:6](=[O:7])[N:8]([CH:9]1[CH2:10][CH2:11][CH:12]([N:15]([C:16](=[O:17])[c:18]2[c:19]([Cl:29])[c:20]3[c:21]([s:22]2)[c:23]([F:28])[cH:24][cH:25][c:26]3[F:27])[CH2:30][c:31]2[cH:32][c:33](-[c:39]3[cH:40][c:41]([C:45]([O:47][CH3:46])=[O:48])[n:42][cH:43][cH:44]3)[cH:34][cH:35][c:36]2[O:37][CH3:38])[CH2:13][CH2:14]1)[CH3:49].[CH2:51]1[O:52][CH2:53][CH2:54][O:55][CH2:56]1.[NH3:50]>>[C:1]([CH3:2])([CH3:3])([CH3:4])[O:5][C:6](=[O:7])[N:8]([CH:9]1[CH2:10][CH2:11][CH:12]([N:15]([C:16](=[O:17])[c:18]2[c:19]([Cl:29])[c:20]3[c:21]([s:22]2)[c:23]([F:28])[cH:24][cH:25][c:26]3[F:27])[CH2:30][c:31]2[cH:32][c:33](-[c:39]3[cH:40][c:41]([C:45](=[O:47])[NH2:50])[n:42][cH:43][cH:44]3)[cH:34][cH:35][c:36]2[O:37][CH3:38])[CH2:13][CH2:14]1)[CH3:49]. Procedure: 38.6 g 4,4-dimethyl-decahydro-1,5-benzodiazepin-2-one is placed in a 250 ml flask with a slight molar excess of ethylene oxide (about 13.2 g) dissolved in ethyl alcohol. The reaction is run in an autoclave at 170°-180° C. A viscous brown paste is obtained which is dissolved in benzene. Upon recrystallization from benzene a white solid is obtained having a melting pt. 154°-156° C. RXN SMILES: [CH3:1][C:2]1([CH3:14])[CH2:8][C:7](=[O:9])[NH:6][CH:5]2[CH2:10][CH2:11][CH2:12][CH2:13][CH:4]2[NH:3]1.[CH2:15]1[O:17][CH2:16]1>C(O)C.C1C=CC=CC=1>[OH:17][CH2:16][CH2:15][N:3]1[CH:4]2[CH2:13][CH2:12][CH2:11][CH2:10][CH:5]2[NH:6][C:7](=[O:9])[CH2:8][C:2]1([CH3:14])[CH3:1]. Yields the product OCCN1C(CC(NC2C1CCCC2)=O)(C)C (N5 -(β-hydroxyethyl)-4,4-dimethyl-decahydro-1,5-benzodiazepin-2-one). Solvent: C1=CC=CC=C1 (benzene), C(C)O (ethyl alcohol). Reactants: CC1(NC2C(NC(C1)=O)CCCC2)C (4,4-dimethyl-decahydro-1,5-benzodiazepin-2-one), C1CO1 (ethylene oxide). The reactants are CC(NC(=O)OC(C)(C)C)C(=O)O, CC(C)CC(N)C(=O)OCc1ccccc1, ClCCl, CN1CCOCC1, CC(C)COC(=O)Cl, C1CCOC1, C1CCOC1. Product: CC(C)CC(NC(=O)C(C)NC(=O)OC(C)(C)C)C(=O)OCc1ccccc1. RXN SMILES: [C:1]([CH3:2])([CH3:3])([CH3:4])[O:5][C:6](=[O:7])[NH:8][CH:9]([CH3:10])[C:11](=[O:12])[OH:13].[CH2:29]([c:30]1[cH:31][cH:32][cH:33][cH:34][cH:35]1)[O:36][C:37]([CH:38]([NH2:39])[CH2:40][CH:41]([CH3:42])[CH3:43])=[O:44].[CH2:55]([Cl:56])[Cl:57].[CH3:14][N:15]1[CH2:16][CH2:17][O:18][CH2:19][CH2:20]1.[Cl:21][C:22]([O:23][CH2:24][CH:25]([CH3:26])[CH3:27])=[O:28].[O:45]1[CH2:46][CH2:47][CH2:48][CH2:49]1.[O:50]1[CH2:51][CH2:52][CH2:53][CH2:54]1>>[C:1]([CH3:2])([CH3:3])([CH3:4])[O:5][C:6](=[O:7])[NH:8][CH:9]([CH3:10])[C:11](=[O:13])[NH:39][CH:38]([C:37]([O:36][CH2:29][c:30]1[cH:31][cH:32][cH:33][cH:34][cH:35]1)=[O:44])[CH2:40][CH:41]([CH3:42])[CH3:43]. Reactants: CCOC(=O)CCCn1cc(C(=O)c2ccc(NCc3ccc(CC)cc3)c(OCCCN3CCN(c4ccccc4OC)CC3)c2)c2ccccc21, CO, Cl, [K+], C1CCOC1, [OH-]. Yields the product CCc1ccc(CNc2ccc(C(=O)c3cn(CCCC(=O)O)c4ccccc34)cc2OCCCN2CCN(c3ccccc3OC)CC2)cc1, Cl. RXN SMILES: [CH2:2]([CH3:3])[c:4]1[cH:5][cH:6][c:7]([CH2:10][NH:11][c:12]2[c:13]([O:37][CH2:38][CH2:39][CH2:40][N:41]3[CH2:42][CH2:43][N:44]([c:47]4[c:48]([O:53][CH3:54])[cH:49][cH:50][cH:51][cH:52]4)[CH2:45][CH2:46]3)[cH:14][c:15]([C:16](=[O:17])[c:18]3[cH:19][n:20]([CH2:27][CH2:28][CH2:29][C:30](=[O:31])[O:32][CH2:33][CH3:34])[c:21]4[cH:22][cH:23][cH:24][cH:25][c:26]34)[cH:35][cH:36]2)[cH:8][cH:9]1.[CH3:55][OH:56].[ClH:1].[K+:58].[O:59]1[CH2:60][CH2:61][CH2:62][CH2:63]1.[OH-:57]>>[CH2:2]([CH3:3])[c:4]1[cH:5][cH:6][c:7]([CH2:10][NH:11][c:12]2[c:13]([O:37][CH2:38][CH2:39][CH2:40][N:41]3[CH2:42][CH2:43][N:44]([c:47]4[c:48]([O:53][CH3:54])[cH:49][cH:50][cH:51][cH:52]4)[CH2:45][CH2:46]3)[cH:14][c:15]([C:16](=[O:17])[c:18]3[cH:19][n:20]([CH2:27][CH2:28][CH2:29][C:30](=[O:31])[OH:32])[c:21]4[cH:22][cH:23][cH:24][cH:25][c:26]34)[cH:35][cH:36]2)[cH:8][cH:9]1.[ClH:1]. The reactants are COC(=O)c1ccc(C(C)NC(=O)c2cc(Cl)cnc2Cl)cc1, Oc1cccc(-c2ccccn2)c1. The product is COC(=O)c1ccc(C(C)NC(=O)c2cc(Cl)cnc2Oc2cccc(-c3ccccn3)c2)cc1. Reaction SMILES: [Cl:1][c:2]1[n:3][cH:4][c:5]([Cl:23])[cH:6][c:7]1[C:8](=[O:9])[NH:10][CH:11]([CH3:12])[c:13]1[cH:14][cH:15][c:16]([C:17](=[O:18])[O:19][CH3:20])[cH:21][cH:22]1.[n:24]1[c:25](-[c:30]2[cH:31][c:32]([OH:36])[cH:33][cH:34][cH:35]2)[cH:26][cH:27][cH:28][cH:29]1>>[c:2]1([O:36][c:32]2[cH:31][c:30](-[c:25]3[n:24][cH:29][cH:28][cH:27][cH:26]3)[cH:35][cH:34][cH:33]2)[n:3][cH:4][c:5]([Cl:23])[cH:6][c:7]1[C:8](=[O:9])[NH:10][CH:11]([CH3:12])[c:13]1[cH:14][cH:15][c:16]([C:17](=[O:18])[O:19][CH3:20])[cH:21][cH:22]1. The reactants are C1(=CC=CC=C1)C=1SC(=C(N1)N)C#N (2-phenyl-4-amino-5-cyanothiazole), CN(C=O)C (dimethylformamide), S (hydrogen sulfide). The solvent is C(C)N(CC)CC (triethylamine). Yields the product C1(=CC=CC=C1)C=1SC(=C(N1)N)C(N)=S (2-phenyl-4-amino-5-thiocarbamoylthiazole). Isolated yield 89.0%. RXN SMILES: [C:1]1([C:7]2[S:8][C:9]([C:13]#[N:14])=[C:10]([NH2:12])[N:11]=2)[CH:6]=[CH:5][CH:4]=[CH:3][CH:2]=1.CN(C)C=O.[SH2:20]>C(N(CC)CC)C>[C:1]1([C:7]2[S:8][C:9]([C:13](=[S:20])[NH2:14])=[C:10]([NH2:12])[N:11]=2)[CH:2]=[CH:3][CH:4]=[CH:5][CH:6]=1. Reported procedure: 75 parts of 2-phenyl-4-amino-5-cyanothiazole in 300 parts of dimethylformamide and 15 parts of triethylamine are reacted with 13 parts of hydrogen sulfide as described in Example 1(a). 77 parts of 2-phenyl-4-amino-5-thiocarbamoylthiazole (89% of theory) of melting point 164°-167° C. are obtained.